This data is from the Open Reaction Database (ORD), a public repository of structured organic reaction records. The task is: describe an organic reaction: reactants, conditions, products, and yield Starting materials: FC1=CC=C(CN2C[C@H](NCC2)C)C=C1 ((3R)-1-(4-fluoro-benzyl)-3-methyl-piperazine), N1=CC=CC=C1 (pyridine), Cl (hydrochloric acid), C(C(=O)Cl)(=O)Cl (oxalyl chloride), C(CO)(=O)O (glycolic acid), N1=CC=CC=C1 (pyridine), C[Si](C)(C)Cl (trimethylsilylchloride). Reagents/catalysts: CN(C=O)C (dimethylformamide), CN(C1=CC=NC=C1)C (4-dimethylaminopyridine). Solvent: ClCCl (dichloromethane). Reaction conditions: time 4 hour. The product is FC1=CC=C(CN2C[C@H](N(CC2)C(CO)=O)C)C=C1 (1-[4-(4-Fluoro-benzyl)-(2R)-2-methyl-piperazin-1-yl]-2-hydroxy-ethanone). Isolated yield 75.1%. RXN SMILES: [C:1]([OH:5])(=O)[CH2:2][OH:3].N1C=CC=CC=1.C[Si](Cl)(C)C.C(Cl)(=O)C(Cl)=O.[F:23][C:24]1[CH:37]=[CH:36][C:27]([CH2:28][N:29]2[CH2:34][CH2:33][NH:32][C@H:31]([CH3:35])[CH2:30]2)=[CH:26][CH:25]=1.Cl>CN(C)C1C=CN=CC=1.ClCCl.CN(C)C=O>[F:23][C:24]1[CH:37]=[CH:36][C:27]([CH2:28][N:29]2[CH2:34][CH2:33][N:32]([C:1](=[O:5])[CH2:2][OH:3])[C@H:31]([CH3:35])[CH2:30]2)=[CH:26][CH:25]=1. Procedure: To a solution of glycolic acid (0.70 g, 9.2 mmol), 4-dimethylaminopyridine (catalytic) and pyridine (1.52 mL, 18.6 mmol) in dry dichloromethane (20 mL) was added trimethylsilylchloride (2.39 mL, 2.05 mmol) dropwise. The reaction was stirred at ambient temperature for 4 hours. The reaction was then cooled to 0° C. and catalytic dimethylformamide (3 drops) was added followed by addition of oxalyl chloride. The reaction was stirred at 0° C. for one hour and then 30 minutes at ambient temperature. T... Starting materials: BrC1=CSC=C1Br (3,4-dibromothiophene), S(=O)(=O)(OCCCC)OCCCC (di-n-butyl sulfate), [NH4+].[OH-] (NH4OH), [Li]CCCC (n-BuLi). Solvent: CCOCC (Et2O), CCOCC (Et2O). Conditions: time 15 minute. Product: BrC1=CSC=C1CCCC (3-Bromo-4-butylthiophene). The yield is 54.6%. Reaction SMILES: Br[C:2]1[C:6]([Br:7])=[CH:5][S:4][CH:3]=1.[Li][CH2:9][CH2:10][CH2:11][CH3:12].S(OCCCC)(OCCCC)(=O)=O.[NH4+].[OH-]>CCOCC>[Br:7][C:6]1[C:2]([CH2:9][CH2:10][CH2:11][CH3:12])=[CH:3][S:4][CH:5]=1 |f:3.4|. Procedure: To a stirred solution of 3,4-dibromothiophene (4.60 g, 20.90 mmol) in dry Et2O (50 mL) at -78° C. was dropwise added n-BuLi (2.5 M, 16.72 mL, 41.80 mmol) under Ar. After stirring for 15 min, a solution of freshly distilled di-n-butyl sulfate in dry Et2O (10 mL) was dropwise added through an addition funnel. The mixture was allowed to warm to room temperature and stirred overnight. 30 mL of 12 M NH4OH was added to the mixture. After stirring for 1 h, the mixture was partitioned between H2O and Et... Reaction SMILES: [ClH:1].Cl.[NH2:3][CH2:4][C:5]1[CH:10]=[CH:9][C:8]([N:11]2[CH2:15][CH:14]([C:16]([N:18]3[CH2:23][CH2:22][N:21]([CH2:24][C:25]([O:27]CC4C=CC=CC=4)=[O:26])[CH2:20][CH2:19]3)=[O:17])[O:13][C:12]2=[O:35])=[CH:7][CH:6]=1.O.C(O)(=O)C>CO.[Pd].C>[ClH:1].[ClH:1].[NH2:3][CH2:4][C:5]1[CH:10]=[CH:9][C:8]([N:11]2[CH2:15][CH:14]([C:16]([N:18]3[CH2:19][CH2:20][N:21]([CH2:24][C:25]([OH:27])=[O:26])[CH2:22][CH2:23]3)=[O:17])[O:13][C:12]2=[O:35])=[CH:7][CH:6]=1 |f:0.1.2,6.7,8.9.10|. Reagents/catalysts: [Pd].C (Pd charcoal). Procedure details: 0.6 g of benzyl 2-{1-[3-(4-aminomethylphenyl)-2-oxo-5-oxazolidinylcarbonyl]-4-piperazinyl}acetate, dihydrochloride, is hydrogenated over Pd/charcoal, in a mixture of 30 ml of methanol, 5 ml of water and 5 ml of glacial acetic acid. The reaction mixture is filtered and the filtrate is concentrated in vacuo. Trituration of the crude product with ethyl acetate gives 2-{1-[3-(4-aminomethylphenyl)-2-oxo-5-oxazolidinylcarbonyl]-4-piperazinyl}acetic acid, dihydrochloride, m.p. 91° (decomposition). Reactants: Cl.Cl.NCC1=CC=C(C=C1)N1C(OC(C1)C(=O)N1CCN(CC1)CC(=O)OCC1=CC=CC=C1)=O (benzyl 2-{1-[3-(4-aminomethylphenyl)-2-oxo-5-oxazolidinylcarbonyl]-4-piperazinyl}acetate, dihydrochloride), O (water), C(C)(=O)O (acetic acid). Solvent: CO (methanol). Product: crude product, Cl.Cl.NCC1=CC=C(C=C1)N1C(OC(C1)C(=O)N1CCN(CC1)CC(=O)O)=O (2-{1-[3-(4-aminomethylphenyl)-2-oxo-5-oxazolidinylcarbonyl]-4-piperazinyl}acetic acid, dihydrochloride). Reactants: CC(O)CO, Cc1ccccc1, COC(OC)c1cc(-c2ncc(C(F)(F)F)cc2Cl)ccc1Cl, Cc1ccc(S(=O)(=O)O)cc1. Yields the product CC1COC(c2cc(-c3ncc(C(F)(F)F)cc3Cl)ccc2Cl)O1. Reaction SMILES: [CH2:1]([CH:2]([CH3:3])[OH:4])[OH:5].[CH3:40][c:41]1[cH:42][cH:43][cH:44][cH:45][cH:46]1.[Cl:17][c:18]1[c:19](-[c:28]2[cH:29][c:30]([CH:35]([O:36][CH3:37])[O:38][CH3:39])[c:31]([Cl:34])[cH:32][cH:33]2)[n:20][cH:21][c:22]([C:24]([F:25])([F:26])[F:27])[cH:23]1.[c:6]1([CH3:7])[cH:8][cH:9][c:10]([S:11]([OH:12])(=[O:13])=[O:14])[cH:15][cH:16]1>>[CH2:1]1[CH:2]([CH3:3])[O:4][CH:35]([c:30]2[cH:29][c:28](-[c:19]3[c:18]([Cl:17])[cH:23][c:22]([C:24]([F:25])([F:26])[F:27])[cH:21][n:20]3)[cH:33][cH:32][c:31]2[Cl:34])[O:5]1. Reactants: [Na].C1CCC12OCC(CO2)OC2=C(C(=NC=C2)CS(=O)C2=NC1=C(N2)C=CC=C1)C (2-(((4-(5,9-dioxaspiro[3.5]non-7-yloxy)-3-methylpyridin-2-yl)methyl)sulfinyl)-1H-benzimidazole sodium salt), C1CCC12OCC(CO2)OC2=CC(=NC=C2)CO ((4-(5,9-dioxaspiro[3.5]non-7-yloxy)pyridin-2-yl)methanol). Product: [Na].C1CCC12OCC(CO2)OC2=CC(=NC=C2)CS(=O)C2=NC1=C(N2)C=CC=C1 (2-(((4-(5,9-dioxaspiro[3.5]non-7-yloxy)pyridin-2-yl)methyl)sulfinyl)-1H-benzimidazole sodium salt). RXN SMILES: [Na:1].[CH2:2]1[C:5]2([O:10][CH2:9][CH:8]([O:11][C:12]3[CH:17]=[CH:16][N:15]=[C:14]([CH2:18][S:19]([C:21]4[NH:25][C:24]5[CH:26]=[CH:27][CH:28]=[CH:29][C:23]=5[N:22]=4)=[O:20])[C:13]=3C)[CH2:7][O:6]2)[CH2:4][CH2:3]1.C1C2(OCC(OC3C=CN=C(CO)C=3)CO2)CC1>>[Na:1].[CH2:4]1[C:5]2([O:10][CH2:9][CH:8]([O:11][C:12]3[CH:17]=[CH:16][N:15]=[C:14]([CH2:18][S:19]([C:21]4[NH:22][C:23]5[CH:29]=[CH:28][CH:27]=[CH:26][C:24]=5[N:25]=4)=[O:20])[CH:13]=3)[CH2:7][O:6]2)[CH2:2][CH2:3]1 |f:0.1,3.4,^1:0,48|. Procedure details: The same procedure as in the steps (9h) to (9j) of Example 9 was repeated using the (4-(5,9-dioxaspiro[3.5]non-7-yloxy)pyridin-2-yl)methanol obtained in the step (83b) above to obtain the title compound (100 mg, the total yield of 3 steps: 50%) as a white solid. Note that, in the same process as in the step (9h), 2-mercaptobenzimidazole was added to the reaction mixture and stirred at room temperature for 25 hours, and thereafter, 3 equivalents of potassium hydroxide relative to the alcohol was ... The reactants are CCCCCCC(C)Oc1ccc(OC(=O)c2ccccc2)cc1[N+](=O)[O-], CO, Cl, [Li+], [Na+], [OH-], [OH-], O, O. Yields the product CCCCCCC(C)Oc1ccc(O)cc1[N+](=O)[O-]. As a reaction SMILES: [CH3:1][CH:2]([CH2:3][CH2:4][CH2:5][CH2:6][CH2:7][CH3:8])[O:9][c:10]1[c:11]([N+:25](=[O:26])[O-:27])[cH:12][c:13]([O:16][C:17](=[O:18])[c:19]2[cH:20][cH:21][cH:22][cH:23][cH:24]2)[cH:14][cH:15]1.[CH3:32][OH:33].[ClH:31].[Li+:29].[Na+:36].[OH-:28].[OH-:35].[OH2:30].[OH2:34]>>[CH3:1][CH:2]([CH2:3][CH2:4][CH2:5][CH2:6][CH2:7][CH3:8])[O:9][c:10]1[c:11]([N+:25](=[O:26])[O-:27])[cH:12][c:13]([OH:16])[cH:14][cH:15]1. The reactants are C(CCl)Cl (EDC), ClC1=C(C=C(C=C1)N=C=S)C(F)(F)F (1-chloro-4-isothiocyanato-2-trifluoromethyl-benzene), CC#N (CH3CN), N1(CCCC1)CCCCNC(=O)C1=NC=CC(=C1)OC1=CC(=C(C=C1)O)N (4-(3-Amino-4-hydroxy-phenoxy)-pyridine-2-carboxylic acid (4-pyrrolidin-1-yl-butyl)-amide). The solvent is CC#N.CN(C)C=O (CH3CN DMF). Reaction conditions: time 16 hour. Yields the product N1(CCCC1)CCCCNC(=O)C1=NC=CC(=C1)OC=1C=CC2=C(N=C(O2)NC2=CC(=C(C=C2)Cl)C(F)(F)F)C1 (4-[2-(4-chloro-3-trifluoromethyl-phenylamino)-benzoxazol-5-yloxy]-pyridine-2-carboxylic acid (4-pyrrolidin-1-yl-butyl)-amide). Reaction SMILES: [N:1]1([CH2:6][CH2:7][CH2:8][CH2:9][NH:10][C:11]([C:13]2[CH:18]=[C:17]([O:19][C:20]3[CH:25]=[CH:24][C:23]([OH:26])=[C:22]([NH2:27])[CH:21]=3)[CH:16]=[CH:15][N:14]=2)=[O:12])[CH2:5][CH2:4][CH2:3][CH2:2]1.[Cl:28][C:29]1[CH:34]=[CH:33][C:32]([N:35]=[C:36]=S)=[CH:31][C:30]=1[C:38]([F:41])([F:40])[F:39].CC#N.C(Cl)CCl>CC#N.CN(C=O)C>[N:1]1([CH2:6][CH2:7][CH2:8][CH2:9][NH:10][C:11]([C:13]2[CH:18]=[C:17]([O:19][C:20]3[CH:25]=[CH:24][C:23]4[O:26][C:36]([NH:35][C:32]5[CH:33]=[CH:34][C:29]([Cl:28])=[C:30]([C:38]([F:41])([F:39])[F:40])[CH:31]=5)=[N:27][C:22]=4[CH:21]=3)[CH:16]=[CH:15][N:14]=2)=[O:12])[CH2:5][CH2:4][CH2:3][CH2:2]1 |f:4.5|. Procedure details: 4-(3-Amino-4-hydroxy-phenoxy)-pyridine-2-carboxylic acid (4-pyrrolidin-1-yl-butyl)-amide (Example 253, Step E, 145 mg, 0.4 mmol, 1.0 eq.) was dissolved in CH3CN/DMF (2/1, v/v, 15 ml) and 1-chloro-4-isothiocyanato-2-trifluoromethyl-benzene (as described in preparation III, 93 mg, 0.4 mmol, 1.0 eq.) as a CH3CN solution was added drop-wise. The reaction was stirred at RT for 16 h. EDC (75 mg, 0.4 mmol, 1.0 eq.) was added and the reaction was heated to 80° C. for 2 h. The mixture was concentrated an... The reactants are CC(C)C(O)C(C(=O)OC(C)(C)C)N1C(c2ccccc2)COC1C(c1ccccc1)c1ccccc1, O=CO, C1CCOC1, O. Product: CC(C)C(O)C(NC(CO)c1ccccc1)C(=O)OC(C)(C)C. RXN SMILES: [C:1]([CH3:2])([CH3:3])([CH3:4])[O:5][C:6]([CH:7]([CH:8]([CH:9]([CH3:10])[CH3:11])[OH:12])[N:13]1[CH:14]([CH:24]([c:25]2[cH:26][cH:27][cH:28][cH:29][cH:30]2)[c:31]2[cH:32][cH:33][cH:34][cH:35][cH:36]2)[O:15][CH2:16][CH:17]1[c:18]1[cH:19][cH:20][cH:21][cH:22][cH:23]1)=[O:37].[CH:38]([OH:39])=[O:40].[O:42]1[CH2:43][CH2:44][CH2:45][CH2:46]1.[OH2:41]>>[C:1]([CH3:2])([CH3:3])([CH3:4])[O:5][C:6]([CH:7]([CH:8]([CH:9]([CH3:10])[CH3:11])[OH:12])[NH:13][CH:17]([CH2:16][OH:15])[c:18]1[cH:19][cH:20][cH:21][cH:22][cH:23]1)=[O:37]. Starting materials: [Al+3], CC(C)=O, CCOC(=O)CC1COc2ccc(F)cc2N1, [H-], [H-], [H-], [H-], [Li+], [Na+], C1CCOC1, [OH-], O. Yields the product OCCC1COc2ccc(F)cc2N1. As a reaction SMILES: [Al+3:2].[CH3:24][C:25](=[O:26])[CH3:27].[F:7][c:8]1[cH:9][cH:10][c:11]2[c:12]([cH:23]1)[NH:13][CH:14]([CH2:17][C:18](=[O:19])[O:20][CH2:21][CH3:22])[CH2:15][O:16]2.[H-:1].[H-:4].[H-:5].[H-:6].[Li+:3].[Na+:29].[O:30]1[CH2:31][CH2:32][CH2:33][CH2:34]1.[OH-:28].[OH2:35]>>[F:7][c:8]1[cH:9][cH:10][c:11]2[c:12]([cH:23]1)[NH:13][CH:14]([CH2:17][CH2:18][OH:19])[CH2:15][O:16]2. Reactants: C(C1=CC=CC=C1)OC=1C=C(C(=O)O)C=CC1 (3-benzyloxybenzoic acid), ClC(=O)OCC(C)C (isobutyl chloroformate), N1C(CCCC1)C(=O)O (2-piperidinecarboxylic acid), C(=O)(O)[O-].[Na+] (NaHCO3). The solvent is C1CCOC1 (THF), C(C)N(CC)CC (Triethylamine), O (water). Conditions: time 1 hour. Product: C(C1=CC=CC=C1)OC=1C=C(C(=O)N2C(CCCC2)C(=O)O)C=CC1 (1-(3-benzyloxybenzoyl)-2-piperidinecarboxylic acid). Yield: 27.0%. RXN SMILES: [CH2:1]([O:8][C:9]1[CH:10]=[C:11]([CH:15]=[CH:16][CH:17]=1)[C:12]([OH:14])=O)[C:2]1[CH:7]=[CH:6][CH:5]=[CH:4][CH:3]=1.ClC(OCC(C)C)=O.[NH:26]1[CH2:31][CH2:30][CH2:29][CH2:28][CH:27]1[C:32]([OH:34])=[O:33].C([O-])(O)=O.[Na+]>C1COCC1.O.C(N(CC)CC)C>[CH2:1]([O:8][C:9]1[CH:10]=[C:11]([CH:15]=[CH:16][CH:17]=1)[C:12]([N:26]1[CH2:31][CH2:30][CH2:29][CH2:28][CH:27]1[C:32]([OH:34])=[O:33])=[O:14])[C:2]1[CH:3]=[CH:4][CH:5]=[CH:6][CH:7]=1 |f:3.4|. Reported procedure: Triethylamine (3.36 ml) was added to a stirred solution of 3-benzyloxybenzoic acid (5.0 g) and isobutyl chloroformate (3.13 ml) in THF (67 ml) under ice-cooling and the resulting mixture was stirred at the same temperature for 1 hour. A solution of 2-piperidinecarboxylic acid (4.14 g) and NaHCO3 (3.32 g) in water (40 ml) was added dropwise to the stirred mixture at the same temperature and the mixture was stirred at the same temperature for 2 hours and at room temperature overnight. The reaction...